The task is: describe an organic reaction: reactants, conditions, products, and yield. This data is from the Open Reaction Database (ORD), a public repository of structured organic reaction records. The reactants are C(Cl)(Cl)Cl (Chloroform), CS(=O)(=O)C1=NC=CC(=N1)C=1C=NC=CC1 (2-methylsulfonyl-4-(pyridin-3-yl)pyrimidine), CC1=NC=C(C=C1N)[N+](=O)[O-] (2-methyl-3-amino-5-nitropyridine), [H-].[Na+] (sodium hydride). The solvent is O (water), CN(C)C=O (DMF). Reaction conditions: time 6 hour. The product is [N+](=O)([O-])C=1C=C(C(=NC1)C)NC1=NC=CC(=N1)C=1C=NC=CC1 (N-(5-nitro-2-methylpyrid-3-yl)-4-(pyrid-3-yl)-2-pyrimidinamine). RXN SMILES: CS([C:5]1[N:10]=[C:9]([C:11]2[CH:12]=[N:13][CH:14]=[CH:15][CH:16]=2)[CH:8]=[CH:7][N:6]=1)(=O)=O.[CH3:17][C:18]1[C:23]([NH2:24])=[CH:22][C:21]([N+:25]([O-:27])=[O:26])=[CH:20][N:19]=1.[H-].[Na+].C(Cl)(Cl)Cl>CN(C=O)C.O>[N+:25]([C:21]1[CH:22]=[C:23]([NH:24][C:5]2[N:10]=[C:9]([C:11]3[CH:12]=[N:13][CH:14]=[CH:15][CH:16]=3)[CH:8]=[CH:7][N:6]=2)[C:18]([CH3:17])=[N:19][CH:20]=1)([O-:27])=[O:26] |f:2.3|. Reported procedure: To a stirred solution of 2-methylsulfonyl-4-(pyridin-3-yl)pyrimidine (3.0 g) and 2-methyl-3-amino-5-nitropyridine (5.0 g) in DMF (50 mL) at 0-5° C. was added sodium hydride (60%, 2.3 g). The reaction mixture was naturally warmed to room temperature and stirred for 6 hours. Chloroform (50 mL) and water (50 mL) were added to the reaction and the phases were separated, the aqueous phase was extracted with Chloroform (2×100 mL). The organic extracts were combined, dried, filtered, concentrated and t... Starting materials: IC1=C(C=C(C=C1)N1C(C=CC=C1)=O)OCCN1CCCCC1 (1-(4-iodo-3-(2-(piperidin-1-yl)ethoxy)phenyl)pyridin-2(1H)-one), ClC1=CC=C(S1)C(=O)NCC=1N=CNC1 (5-chloro-N-((1H-imidazol-4-yl)methyl)thiophene-2-carboxamide), OC=1C=CC=C2C=CC=NC12 (8-hydroxyquinoline), C(=O)([O-])[O-].[K+].[K+] (K2CO3). The reagents and catalysts are [Cu]I (CuI). Solvent: CS(=O)C (DMSO). Conditions: temperature 130 celsius. The product is ClC1=CC=C(S1)C(=O)NCC=1N=CN(C1)C1=C(C=C(C=C1)N1C(C=CC=C1)=O)OCCN1CCCCC1 (5-chloro-N-((1-(4-(2-oxopyridin-1(2H)-yl)-2-(2-(piperidin-1-yl)ethoxy)phenyl)-1H-imidazol-4-yl)methyl)thiophene-2-carboxamide). The yield is 8.4%. As a reaction SMILES: I[C:2]1[CH:7]=[CH:6][C:5]([N:8]2[CH:13]=[CH:12][CH:11]=[CH:10][C:9]2=[O:14])=[CH:4][C:3]=1[O:15][CH2:16][CH2:17][N:18]1[CH2:23][CH2:22][CH2:21][CH2:20][CH2:19]1.[Cl:24][C:25]1[S:29][C:28]([C:30]([NH:32][CH2:33][C:34]2[N:35]=[CH:36][NH:37][CH:38]=2)=[O:31])=[CH:27][CH:26]=1.OC1C=CC=C2C=1N=CC=C2.C([O-])([O-])=O.[K+].[K+]>CS(C)=O.[Cu]I>[Cl:24][C:25]1[S:29][C:28]([C:30]([NH:32][CH2:33][C:34]2[N:35]=[CH:36][N:37]([C:2]3[CH:7]=[CH:6][C:5]([N:8]4[CH:13]=[CH:12][CH:11]=[CH:10][C:9]4=[O:14])=[CH:4][C:3]=3[O:15][CH2:16][CH2:17][N:18]3[CH2:23][CH2:22][CH2:21][CH2:20][CH2:19]3)[CH:38]=2)=[O:31])=[CH:27][CH:26]=1 |f:3.4.5|. Procedure details: A mixture of 1-(4-iodo-3-(2-(piperidin-1-yl)ethoxy)phenyl)pyridin-2(1H)-one (116 mg, 0.22 mmol), N-((1H-imidazol-4-yl)methyl)-5-chlorothiophene-2-carboxamide 3-1 (85 mg, 0.24 mmol), 8-hydroxyquinoline (14 mg, 0.10 mmol) and K2CO3 (200 mg, 1.45 mmol) in DMSO (3 mL) was degassed with Ar before being charged with CuI (19 mg, 0.10 mmol). The mixture in a sealed tube was heated at 130° C. overnight. It was then purified by HPLC to give the titled compound (10 mg). MS 538.2 and 540.2 (M+H, Cl pattern)... Reactants: BrC1=CC=C(C=C1)NC(C1=C(C=CC=C1)F)=O (N1-(4-bromophenyl)-2-fluorobenzamide), COC1=CC=C(C=C1)P1(SP(S1)(C1=CC=C(C=C1)OC)=S)=S (2,4-bis-(4-methoxyphenyl)-1,3-dithia-2,4-diphosphetane-2,4-disulfide). Solvent: C1(=CC=CC=C1)C (toluene). Product: BrC1=CC=C(C=C1)NC(=S)C1=C(C=CC=C1)F (N1-(4-bromophenyl)-2-fluoro-1-benzenecarbothioamide). Isolated yield 178.3%. As a reaction SMILES: [Br:1][C:2]1[CH:7]=[CH:6][C:5]([NH:8][C:9](=O)[C:10]2[CH:15]=[CH:14][CH:13]=[CH:12][C:11]=2[F:16])=[CH:4][CH:3]=1.COC1C=CC(P2(=S)SP(=S)(C3C=CC(OC)=CC=3)[S:27]2)=CC=1>C1(C)C=CC=CC=1>[Br:1][C:2]1[CH:7]=[CH:6][C:5]([NH:8][C:9]([C:10]2[CH:15]=[CH:14][CH:13]=[CH:12][C:11]=2[F:16])=[S:27])=[CH:4][CH:3]=1. Procedure details: A mixture of N1-(4-bromophenyl)-2-fluorobenzamide (3.3 g, 0.0112 mol) and 2,4-bis-(4-methoxyphenyl)-1,3-dithia-2,4-diphosphetane-2,4-disulfide (2.27 g, 0.00561 mol) was heated in toluene at reflux under an atmosphere of nitrogen for 3 hours. The reaction mixture was cooled to ambient temperature, the solvent was removed under reduced pressure and the residue was purified by flash chromatography on silica using ethyl acetate/n-heptane (1:6) as mobile phase to yield N1-(4-bromophenyl)-2-fluoro-1-b... The reactants are Cl.ClC=1C=C(C=C(C1F)Cl)C1(CN=C(C1)C=1C=C2COC3(C2=CC1)CNC3)C(F)(F)F (5′-(3-(3,5-dichloro-4-fluorophenyl)-3-(trifluoromethyl)-3,4-dihydro-2H-pyrrol-5-yl)-3′H-spiro[azetidine-3,1′-isobenzofuran]hydrochloride), CCN(C(C)C)C(C)C (DIPEA), C(C(C)C)(=O)O (isobutyric acid), C(CC)P1(OP(OP(O1)(=O)CCC)(=O)CCC)=O (T3P). The solvent is C1CCOC1 (THF). Run at time 16 hour. Yields the product ClC=1C=C(C=C(C1F)Cl)C1(CN=C(C1)C=1C=C2COC3(C2=CC1)CN(C3)C(C(C)C)=O)C(F)(F)F (1-(5′-(3-(3,5-dichloro-4-fluorophenyl)-3-(trifluoromethyl)-3,4-dihydro-2H-pyrrol-5-yl)-3′H-spiro[azetidine-3,1′-isobenzofuran]-1-yl)-2-methyl propan-1-one). Yield: 42.1%. As a reaction SMILES: Cl.[Cl:2][C:3]1[CH:4]=[C:5]([C:11]2([C:28]([F:31])([F:30])[F:29])[CH2:15][C:14]([C:16]3[CH:17]=[C:18]4[C:22](=[CH:23][CH:24]=3)[C:21]3([CH2:27][NH:26][CH2:25]3)[O:20][CH2:19]4)=[N:13][CH2:12]2)[CH:6]=[C:7]([Cl:10])[C:8]=1[F:9].CCN(C(C)C)C(C)C.[C:41](O)(=[O:45])[CH:42]([CH3:44])[CH3:43].C(P1(=O)OP(CCC)(=O)OP(CCC)(=O)O1)CC>C1COCC1>[Cl:10][C:7]1[CH:6]=[C:5]([C:11]2([C:28]([F:30])([F:29])[F:31])[CH2:15][C:14]([C:16]3[CH:17]=[C:18]4[C:22](=[CH:23][CH:24]=3)[C:21]3([CH2:25][N:26]([C:41](=[O:45])[CH:42]([CH3:44])[CH3:43])[CH2:27]3)[O:20][CH2:19]4)=[N:13][CH2:12]2)[CH:4]=[C:3]([Cl:2])[C:8]=1[F:9] |f:0.1|. Procedure details: To a stirred solution of 5′-(3-(3,5-dichloro-4-fluorophenyl)-3-(trifluoromethyl)-3,4-dihydro-2H-pyrrol-5-yl)-3′H-spiro[azetidine-3,1′-isobenzofuran]hydrochloride (Preparation 9, 1 g, 2.02mmol) in THF (20 mL) was added DIPEA (3.53 mL, 20.24 mmol), isobutyric acid (0.368 g, 4.05 mmol) and T3P (2.94 mL, 10.12 mmol, 5 eq) at room temperature. Resulting reaction mixture was stirred at room temperature for 16 hours. After complete conversion of starting material, reaction mixture was quenched with wat... Starting materials: CC(C)(C)OC(=O)NCCCc1ccccc1OCc1ccccc1, CCO, [H][H]. Yields the product CC(C)(C)OC(=O)NCCCc1ccccc1O. Reaction SMILES: [C:1]([CH3:2])([CH3:3])([CH3:4])[O:5][C:6](=[O:7])[NH:8][CH2:9][CH2:10][CH2:11][c:12]1[c:13]([O:18][CH2:19][c:20]2[cH:21][cH:22][cH:23][cH:24][cH:25]2)[cH:14][cH:15][cH:16][cH:17]1.[CH3:28][CH2:29][OH:30].[H:26][H:27]>>[C:1]([CH3:2])([CH3:3])([CH3:4])[O:5][C:6](=[O:7])[NH:8][CH2:9][CH2:10][CH2:11][c:12]1[c:13]([OH:18])[cH:14][cH:15][cH:16][cH:17]1. Product: NC1=NC(=C(C(=C1C#N)C=1N=C(SC1)NC[C@@H](CO)O)C#N)SCC=1N=C(SC1)C1=CC=C(C=C1)Cl (2-Amino-6-({[2-(4-chlorophenyl)-1,3-thiazol-4-yl]methyl}sulfanyl)-4-(2-{[(2S)-2,3-dihydroxypropyl]amino}-1,3-thiazol-4-yl)pyridine-3,5-dicarbonitrile). Reactants: NC[C@@H](CO)O ((2S)-3-aminopropane-1,2-diol), NC1=NC(=C(C(=C1C#N)C=1N=C(SC1)Br)C#N)SCC=1N=C(SC1)C1=CC=C(C=C1)Cl (2-amino-4-(2-bromo-1,3-thiazol-4-yl)-6-({[2-(4-chlorophenyl)-1,3-thiazol-4-yl]methyl}sulfanyl)pyridine-3,5-dicarbonitrile), NC[C@@H](CO)O ((2S)-3-aminopropane-1,2-diol). Run at temperature 80 celsius, time 12 hour. The solvent is CC(=O)C (acetone). Reported procedure: 100 mg (0.183 mmol) of 2-amino-4-(2-bromo-1,3-thiazol-4-yl)-6-({[2-(4-chlorophenyl)-1,3-thiazol-4-yl]methyl}sulfanyl)pyridine-3,5-dicarbonitrile were initially charged in 2 ml of acetone, 834 mg (9.159 mmol) of (2S)-3-aminopropane-1,2-diol were added and the mixture was stirred at 80° C. for 12 h. A further 834 mg (9.159 mmol) of (2S)-3-aminopropane-1,2-diol were then added, and the mixture was stirred at 80° C. for a further 12 h. The reaction mixture was concentrated and the product was isolat... Reaction SMILES: [NH2:1][C:2]1[C:7]([C:8]#[N:9])=[C:6]([C:10]2[N:11]=[C:12](Br)[S:13][CH:14]=2)[C:5]([C:16]#[N:17])=[C:4]([S:18][CH2:19][C:20]2[N:21]=[C:22]([C:25]3[CH:30]=[CH:29][C:28]([Cl:31])=[CH:27][CH:26]=3)[S:23][CH:24]=2)[N:3]=1.[NH2:32][CH2:33][C@H:34]([OH:37])[CH2:35][OH:36]>CC(C)=O>[NH2:1][C:2]1[C:7]([C:8]#[N:9])=[C:6]([C:10]2[N:11]=[C:12]([NH:32][CH2:33][C@H:34]([OH:37])[CH2:35][OH:36])[S:13][CH:14]=2)[C:5]([C:16]#[N:17])=[C:4]([S:18][CH2:19][C:20]2[N:21]=[C:22]([C:25]3[CH:30]=[CH:29][C:28]([Cl:31])=[CH:27][CH:26]=3)[S:23][CH:24]=2)[N:3]=1.